This data is from the Open Reaction Database (ORD), a public repository of structured organic reaction records. The task is: describe an organic reaction: reactants, conditions, products, and yield Starting materials: CN(C)CC1=CNC2=C1C=CC=C2 (gramine), N(=O)N1CCNCC1 (nitrosopiperazine). Solvent: C1(=CC=CC=C1)C (toluene). Procedure: A mixture of 34.8 g (0.22 mol) of gramine and 23.9 g (0.20 mol) of nitrosopiperazine in 700 ml. of toluene is refluxed while stirring under nitrogen for 48 hours. The reaction solution is then concentrated under reduced pressure until a precipitate appears and then is cooled to 0° C. and is filtered. The product is washed with cold toluene and dried to produce crystals of 3-(4-nitrosopiperazin-1-yl)methylindole. This product is recrystallized from toluene to yield pure plates, m.p. 116°-118° C. ... The product is N(=O)N1CCN(CC1)CC1=CNC2=CC=CC=C12 (3-(4-nitrosopiperazin-1-yl)methylindole). As a reaction SMILES: [CH3:1][N:2]([CH2:4][C:5]1[C:9]2[CH:10]=[CH:11][CH:12]=[CH:13][C:8]=2[NH:7][CH:6]=1)[CH3:3].[N:14]([N:16]1[CH2:21]CNC[CH2:17]1)=[O:15]>C1(C)C=CC=CC=1>[N:14]([N:16]1[CH2:21][CH2:1][N:2]([CH2:4][C:5]2[C:9]3[C:8](=[CH:13][CH:12]=[CH:11][CH:10]=3)[NH:7][CH:6]=2)[CH2:3][CH2:17]1)=[O:15]. Reaction conditions: temperature 0 celsius, time 48 hour. The reactants are COc1ccc(N2CCOCC2)c2sc(NC(=O)c3ccnc(Br)c3)nc12, O=C([O-])[O-], [Cs+], [Cs+], NCCN1CCOCC1. Product: COc1ccc(N2CCOCC2)c2sc(NC(=O)c3ccnc(NCCN4CCOCC4)c3)nc12. As a reaction SMILES: [Br:1][c:2]1[cH:3][c:4]([C:5](=[O:6])[NH:7][c:8]2[s:9][c:10]3[c:11]([n:12]2)[c:13]([O:23][CH3:24])[cH:14][cH:15][c:16]3[N:17]2[CH2:18][CH2:19][O:20][CH2:21][CH2:22]2)[cH:25][cH:26][n:27]1.[C:28](=[O:29])([O-:30])[O-:31].[Cs+:32].[Cs+:33].[NH2:34][CH2:35][CH2:36][N:37]1[CH2:38][CH2:39][O:40][CH2:41][CH2:42]1>>[c:2]1([NH:34][CH2:35][CH2:36][N:37]2[CH2:38][CH2:39][O:40][CH2:41][CH2:42]2)[cH:3][c:4]([C:5](=[O:6])[NH:7][c:8]2[s:9][c:10]3[c:11]([n:12]2)[c:13]([O:23][CH3:24])[cH:14][cH:15][c:16]3[N:17]2[CH2:18][CH2:19][O:20][CH2:21][CH2:22]2)[cH:25][cH:26][n:27]1. Starting materials: ice, C(C)(C)(C)OC(N(C)CCON1C(C2=CC=CC=C2C1=O)=O)=O (tert-butyl[2-[(1,3-dioxo-1,3-dihydro-2H-isoindol-2-yl)oxy]ethyl]methylcarbamate), CNN (methylhydrazine). The solvent is C(Cl)Cl.CO (CH2Cl2 MeOH). Reaction conditions: time 1.5 hour. Product: C(C)(C)(C)OC(N(C)CCON)=O (tert-butyl[2-(aminooxy)ethyl]methylcarbamate). Yield: 90.1%. RXN SMILES: [C:1]([O:5][C:6](=[O:23])[N:7]([CH2:9][CH2:10][O:11][N:12]1C(=O)C2C(=CC=CC=2)C1=O)[CH3:8])([CH3:4])([CH3:3])[CH3:2].CNN>C(Cl)Cl.CO>[C:1]([O:5][C:6](=[O:23])[N:7]([CH2:9][CH2:10][O:11][NH2:12])[CH3:8])([CH3:4])([CH3:2])[CH3:3] |f:2.3|. Procedure details: To an ice-cold solution of tert-butyl[2-[(1,3-dioxo-1,3-dihydro-2H-isoindol-2-yl)oxy]ethyl]methylcarbamate (4.3 g, 13=mmol) in CH2Cl2/MeOH (8:2, 90 mL) was added methylhydrazine (3.2 mL, 60 mmol) dropwise. The stirred reaction mixture was allowed to warm to ambient temperature. After 1.5 h, the reaction mixture was concentrated under reduced pressure. To the residue was added CH2Cl2 (35 mL) and the resulting white solid was collected by vacuum filtration. The filtrate was concentrated and purifi... Reactants: O=C([O-])[O-], CCO, COCCOC, O=Cc1coc(B(O)O)c1, CC(C)n1nc(I)c2c(N)ncnc21, [Na+], [Na+], c1ccc(P(c2ccccc2)(c2ccccc2)[Pd](P(c2ccccc2)(c2ccccc2)c2ccccc2)(P(c2ccccc2)(c2ccccc2)c2ccccc2)P(c2ccccc2)(c2ccccc2)c2ccccc2)cc1. Product: CC(C)n1nc(-c2cc(C=O)co2)c2c(N)ncnc21. RXN SMILES: [C:25](=[O:26])([O-:27])[O-:28].[CH3:31][CH2:32][OH:33].[CH3:34][O:35][CH2:36][CH2:37][O:38][CH3:39].[CH:1](=[O:2])[c:3]1[cH:4][c:5]([B:8]([OH:9])[OH:10])[o:6][cH:7]1.[I:11][c:12]1[n:13][n:14]([CH:22]([CH3:23])[CH3:24])[c:15]2[n:16][cH:17][n:18][c:19]([NH2:21])[c:20]12.[Na+:29].[Na+:30].[cH:40]1[cH:41][cH:42][c:43]([P:44]([Pd:45]([P:46]([c:47]2[cH:48][cH:49][cH:50][cH:51][cH:52]2)([c:53]2[cH:54][cH:55][cH:56][cH:57][cH:58]2)[c:59]2[cH:60][cH:61][cH:62][cH:63][cH:64]2)([P:65]([c:66]2[cH:67][cH:68][cH:69][cH:70][cH:71]2)([c:72]2[cH:73][cH:74][cH:75][cH:76][cH:77]2)[c:78]2[cH:79][cH:80][cH:81][cH:82][cH:83]2)[P:84]([c:85]2[cH:86][cH:87][cH:88][cH:89][cH:90]2)([c:91]2[cH:92][cH:93][cH:94][cH:95][cH:96]2)[c:97]2[cH:98][cH:99][cH:100][cH:101][cH:102]2)([c:103]2[cH:104][cH:105][cH:106][cH:107][cH:108]2)[c:109]2[cH:110][cH:111][cH:112][cH:113][cH:114]2)[cH:115][cH:116]1>>[CH:1](=[O:2])[c:3]1[cH:4][c:5](-[c:12]2[n:13][n:14]([CH:22]([CH3:23])[CH3:24])[c:15]3[n:16][cH:17][n:18][c:19]([NH2:21])[c:20]23)[o:6][cH:7]1.